Task: describe an organic reaction: reactants, conditions, products, and yield. Dataset: the Open Reaction Database (ORD), a public repository of structured organic reaction records Reactants: NC1=NC=CC(=C1[N+](=O)[O-])C (2-amino-4-methyl-3-nitropyridine), [N+](=O)(O)[O-] (HNO3), ice. Run in OS(=O)(=O)O (H2SO4). Conditions: time 30 minute. The product is NC1=NC=C(C(=C1[N+](=O)[O-])C)[N+](=O)[O-] (2-amino-4-methyl-3,5-dinitro-pyridine). RXN SMILES: [NH2:1][C:2]1[C:7]([N+:8]([O-:10])=[O:9])=[C:6]([CH3:11])[CH:5]=[CH:4][N:3]=1.[N+:12]([O-])([OH:14])=[O:13]>OS(O)(=O)=O>[NH2:1][C:2]1[C:7]([N+:8]([O-:10])=[O:9])=[C:6]([CH3:11])[C:5]([N+:12]([O-:14])=[O:13])=[CH:4][N:3]=1. Reported procedure: To a stirred solution of 2-amino-4-methyl-3-nitropyridine (25.6 g, 167 mmol) in conc. H2SO4 (50 mL) at 0° C. was added HNO3 (7.77 mL, d=1.49) drop-wise over 30 min. The mixture was warmed to r.t. for 1 h then heated to 50° C. for 60 min. The reaction mixture was cooled and poured into 500 g of ice. The resulting precipitate was filtered, washed with 50 mL of H2O, and air dried to give 2-amino-4-methyl-3,5-dinitro-pyridine as a yellow solid. Conditions: temperature 0 celsius. Starting materials: O1C=C(C=C1)C1=CC(NC2=CC(=CC=C12)OC)=O (4-(3-furyl)-7-methoxy-2-quinolinone), [H-].[H-].[H-].[H-].[Li+].[Al+3] (LiAlH4), O (H2O), [OH-].[Na+] (NaOH), O (H2O). The product is O1C=C(C=C1)C1=CC=NC2=CC(=CC=C12)OC (4-(3-furyl)-7-methoxyquinoline). Procedure: To a solution of 4-(3-furyl)-7-methoxy-2-quinolinone (4.1 g) from Step 1 in THF (250 mL) at reflux was added LiAlH4 (1M in THF; 68 mL). The mixture was refluxed for 50 hr., cooled to 0° C., and then treated successively with H2O (2.6 mL), 15% aq. NaOH (2.6 mL), and H2O (7.8 mL). The precipitate that formed was removed by filtration, washing with THF, and the tiltrate was concentrated and redissolved in MeCN (100 mL). To this solution at r.t. was added a solution of Ce(NH4)2 (NO3)6 (8.7 g) in H2O... As a reaction SMILES: [O:1]1[CH:5]=[CH:4][C:3]([C:6]2[C:15]3[C:10](=[CH:11][C:12]([O:16][CH3:17])=[CH:13][CH:14]=3)[NH:9][C:8](=O)[CH:7]=2)=[CH:2]1.[H-].[H-].[H-].[H-].[Li+].[Al+3].O.[OH-].[Na+]>C1COCC1>[O:1]1[CH:5]=[CH:4][C:3]([C:6]2[C:15]3[C:10](=[CH:11][C:12]([O:16][CH3:17])=[CH:13][CH:14]=3)[N:9]=[CH:8][CH:7]=2)=[CH:2]1 |f:1.2.3.4.5.6,8.9|. Run in C1CCOC1 (THF). Reactants: Cl, N#CCc1cc(O)c(O)cc1[N+](=O)[O-], [Zn]. Product: Cl, N=C1Cc2cc(O)c(O)cc2N1. As a reaction SMILES: [ClH:15].[OH:1][c:2]1[cH:3][c:4]([N+:12]([O-:13])=[O:14])[c:5]([CH2:9][C:10]#[N:11])[cH:6][c:7]1[OH:8].[Zn:16]>>[ClH:15].[OH:1][c:2]1[cH:3][c:4]2[c:5]([cH:6][c:7]1[OH:8])[CH2:9][C:10](=[NH:11])[NH:12]2. The product is Oc1c(F)cc(Cn2cnnc2S)cc1F. Reactants: BrB(Br)Br, ClCCl, COc1c(F)cc(Cn2cnnc2S)cc1F. As a reaction SMILES: [B:1]([Br:2])([Br:3])[Br:4].[CH2:22]([Cl:23])[Cl:24].[F:5][c:6]1[cH:7][c:8]([CH2:9][n:10]2[c:11]([SH:15])[n:12][n:13][cH:14]2)[cH:16][c:17]([F:21])[c:18]1[O:19][CH3:20]>>[F:5][c:6]1[cH:7][c:8]([CH2:9][n:10]2[c:11]([SH:15])[n:12][n:13][cH:14]2)[cH:16][c:17]([F:21])[c:18]1[OH:19].